This data is from the Open Reaction Database (ORD), a public repository of structured organic reaction records. The task is: describe an organic reaction: reactants, conditions, products, and yield Reactants: NCCOC1CNCC1 (3-aminoethoxypyrrolidine), [N+](=O)([O-])NC(=O)N (nitrourea). Yields the product NCCOC1CN(CC1)C(=O)N (3-aminoethoxypyrrolidine-1-carboxamide). Reaction SMILES: [NH2:1][CH2:2][CH2:3][O:4][CH:5]1[CH2:9][CH2:8][NH:7][CH2:6]1.[N+]([NH:13][C:14](N)=[O:15])([O-])=O>>[NH2:1][CH2:2][CH2:3][O:4][CH:5]1[CH2:9][CH2:8][N:7]([C:14]([NH2:13])=[O:15])[CH2:6]1. Reported procedure: Generally speaking, the reaction of a 3-aminoethoxypyrrolidine II with nitrourea to give a 3-aminoethoxypyrrolidine-1-carboxamide I is run in a lower alkanol solvent, e.g., ethanol, usually at or below reflux temperature for a period of time of from about 4 hours to about 18 hours. The reaction of a 3-aminoethoxypyrrolidine II with an isocyanate to give an N-substituted-3-aminoethoxypyrrolidine-1-carboxamide I is run in a dry aprotic solvent such as benzene at room temperature for a period of ti... Reactants: [BH3-]C#N, CO, Cc1cc(CCC=O)ccc1F, [Na+]. The product is CNCCCc1ccc(F)c(C)c1. RXN SMILES: [C:13](#[N:14])[BH3-:15].[CH3:17][OH:18].[F:1][c:2]1[c:3]([CH3:12])[cH:4][c:5]([CH2:8][CH2:9][CH:10]=[O:11])[cH:6][cH:7]1.[Na+:16]>>[F:1][c:2]1[c:3]([CH3:12])[cH:4][c:5]([CH2:8][CH2:9][CH2:10][NH:14][CH3:13])[cH:6][cH:7]1. Reactants: CC1(CC(=O)OC(C1)=O)C (3,3-dimethylglutaric anhydride), [H-].[Al+3].[Li+].[H-].[H-].[H-] (lithium aluminum hydride), O (water), [OH-].[Na+] (sodium hydroxide), O (water). The solvent is C1CCOC1 (THF), C1CCOC1 (THF). Run at time 3 hour. Product: CC(CCO)(CCO)C (3,3-dimethyl-1,5-pentanediol). Reaction SMILES: [CH3:1][C:2]1([CH3:10])[CH2:8][C:7](=O)[O:6][C:4](=[O:5])[CH2:3]1.[H-].[Al+3].[Li+].[H-].[H-].[H-].O.[OH-].[Na+]>C1COCC1>[CH3:1][C:2]([CH3:10])([CH2:8][CH2:7][OH:6])[CH2:3][CH2:4][OH:5] |f:1.2.3.4.5.6,8.9|. Procedure: A solution of 3,3-dimethylglutaric anhydride in dry THF (60 cm3) was added over 30 min. to lithium aluminum hydride in dry THF (300 cm3) under nitrogen at 0° C. The mixture was then brought gradually up-to reflux. After 3 h, the mixture was cooled, treated with water (3.3 cm3), sodium hydroxide solution (15%, 3.3 cm3) and water (9.9 cm3). The mixture was then filtered, the precipitate extracted with EtOAc (×3), and the combined organics evaporated to afford 3,3-dimethyl-1,5-pentanediol (quantita... Reactants: [H-].[Na+] (sodium hydride), C(C1=CC=CC=C1)OC(=O)N1CC(CCC1)NC(=O)OC(C)(C)C (3-t-butoxycarbonylaminopiperidin-1-carboxylic acid benzyl ester), C(C1=CC=CC=C1)OC(=O)N1CC(CCC1)NC(=O)OC(C)(C)C (3-t-butoxycarbonylaminopiperidin-1-carboxylic acid benzyl ester), CI (methyl iodide), CN(C=O)C (N,N-dimethylformamide). The reagents and catalysts are [Pd] (palladium on carbon). Solvent: C(C)O (ethanol). Conditions: time 4 hour. The product is C(C)(C)(C)OC(N(C1CNCCC1)C)=O (N-methyl-N-(piperidin-3-yl) carbamic acid t-butyl ester). Reaction SMILES: [H-].[Na+].C(OC([N:13]1[CH2:18][CH2:17][CH2:16][CH:15]([NH:19][C:20]([O:22][C:23]([CH3:26])([CH3:25])[CH3:24])=[O:21])[CH2:14]1)=O)C1C=CC=CC=1.CI.[CH3:29]N(C)C=O>[Pd].C(O)C>[C:23]([O:22][C:20](=[O:21])[N:19]([CH3:29])[CH:15]1[CH2:16][CH2:17][CH2:18][NH:13][CH2:14]1)([CH3:24])([CH3:25])[CH3:26] |f:0.1|. Procedure: In a water bath at room temperature, sodium hydride (60% in oil) (0.4 g) was added to a mixture of 3-t-butoxycarbonylaminopiperidin-1-carboxylic acid benzyl ester (compound 25a) (3.3 g), methyl iodide (0.75 mL), and N,N-dimethylformamide (20 mL), and this was stirred at room temperature for four hours. The reaction solution was extracted using ethyl acetate and water, the organic layer was washed with water, and then with saturated brine, dried over anhydrous magnesium sulfate, and concentrated.... Reactants: CC(C)(C)OC(=O)c1ccc(CC(=O)O)cc1, C1CCOC1, [Cl-], [NH4+], O. Product: CC(C)(C)OC(=O)c1ccc(CCO)cc1. As a reaction SMILES: [C:1]([CH3:2])([CH3:3])([CH3:4])[O:5][C:6](=[O:7])[c:8]1[cH:9][cH:10][c:11]([CH2:14][C:15](=[O:16])[OH:17])[cH:12][cH:13]1.[CH2:21]1[O:22][CH2:23][CH2:24][CH2:25]1.[Cl-:19].[NH4+:20].[O:18]>>[C:1]([CH3:2])([CH3:3])([CH3:4])[O:5][C:6](=[O:7])[c:8]1[cH:9][cH:10][c:11]([CH2:14][CH2:15][OH:16])[cH:12][cH:13]1. The reactants are CC1=C(N)C=C(C=C1)[N+](=O)[O-] (2-methyl-5-nitroaniline), starch, diazonium, S(O)(O)(=O)=O (sulphuric acid), S(O)(O)(=O)=O (sulphuric acid), N(=O)[O-].[Na+] (sodium nitrite). The solvent is O (water). Run at temperature 0 celsius. Yields the product CC1=C(C=C(C=C1)[N+](=O)[O-])O (2-methyl-5-nitrophenol). RXN SMILES: [CH3:1][C:2]1[CH:8]=[CH:7][C:6]([N+:9]([O-:11])=[O:10])=[CH:5][C:3]=1N.S(=O)(=O)(O)[OH:13].N([O-])=O.[Na+]>O>[CH3:1][C:2]1[CH:8]=[CH:7][C:6]([N+:9]([O-:11])=[O:10])=[CH:5][C:3]=1[OH:13] |f:2.3|. Procedure: 2-methyl-5-nitroaniline (40 g) was dissolved in refluxing 10% sulphuric acid (600 ml), cooled to 0° C. whereupon the salt separates out. With continuous stirring, sodium nitrite solid (18 g) was added in small portions. The diazitization was complete when a positive starch/KI test was observed. This diazonium solution was added at once to a vigorously refluxing solution of water (800 ml) and concentrated sulphuric acid (400 ml). Refluxing was continued until all gassing had ceased. A solid had p... The reactants are CCOC(=O)CCCn1c(C(=O)C2CCN(CCC3(c4ccc(Cl)c(Cl)c4)CCN(C(=O)c4cc(OC)c(OC)c(OC)c4)C3)CC2)nc2ccccc21, [Li+], C1CCOC1, [OH-], O, O, O. The product is COc1cc(C(=O)N2CCC(CCN3CCC(C(=O)c4nc5ccccc5n4CCCC(=O)O)CC3)(c3ccc(Cl)c(Cl)c3)C2)cc(OC)c1OC. RXN SMILES: [CH3:1][O:2][c:3]1[cH:4][c:5]([C:6](=[O:7])[N:8]2[CH2:9][C:10]([c:13]3[cH:14][c:15]([Cl:20])[c:16]([Cl:19])[cH:17][cH:18]3)([CH2:21][CH2:22][N:23]3[CH2:24][CH2:25][CH:26]([C:29](=[O:30])[c:31]4[n:32][c:33]5[c:34]([n:35]4[CH2:36][CH2:37][CH2:38][C:39](=[O:40])[O:41][CH2:42][CH3:43])[cH:44][cH:45][cH:46][cH:47]5)[CH2:27][CH2:28]3)[CH2:11][CH2:12]2)[cH:48][c:49]([O:53][CH3:54])[c:50]1[O:51][CH3:52].[Li+:57].[O:59]1[CH2:60][CH2:61][CH2:62][CH2:63]1.[OH-:56].[OH2:55].[OH2:58].[OH2:64]>>[CH3:1][O:2][c:3]1[cH:4][c:5]([C:6](=[O:7])[N:8]2[CH2:9][C:10]([c:13]3[cH:14][c:15]([Cl:20])[c:16]([Cl:19])[cH:17][cH:18]3)([CH2:21][CH2:22][N:23]3[CH2:24][CH2:25][CH:26]([C:29](=[O:30])[c:31]4[n:32][c:33]5[c:34]([n:35]4[CH2:36][CH2:37][CH2:38][C:39](=[O:40])[OH:41])[cH:44][cH:45][cH:46][cH:47]5)[CH2:27][CH2:28]3)[CH2:11][CH2:12]2)[cH:48][c:49]([O:53][CH3:54])[c:50]1[O:51][CH3:52]. The reactants are CC=1OC=CC1C(=O)O (2-methyl-3-furoic acid), C(C)OC1=CC(=C(N)C=C1)[N+](=O)[O-] (4-ethoxy-2-nitroaniline). The product is CC=1OC=CC1C(=O)NC1=C(C=C(C=C1)OCC)[N+](=O)[O-] (2-Methyl-N-(4-ethoxy-2-nitrophenyl)-3-furancarboxamide). RXN SMILES: [CH3:1][C:2]1[O:3][CH:4]=[CH:5][C:6]=1[C:7]([OH:9])=O.[CH2:10]([O:12][C:13]1[CH:19]=[CH:18][C:16]([NH2:17])=[C:15]([N+:20]([O-:22])=[O:21])[CH:14]=1)[CH3:11]>>[CH3:1][C:2]1[O:3][CH:4]=[CH:5][C:6]=1[C:7]([NH:17][C:16]1[CH:18]=[CH:19][C:13]([O:12][CH2:10][CH3:11])=[CH:14][C:15]=1[N+:20]([O-:22])=[O:21])=[O:9]. Procedure details: The title compound was prepared from 2-methyl-3-furoic acid and 4-ethoxy-2-nitroaniline as an orange yellow solid as described in Example 15. 1H NMR (CDCl3): 10.66 (s, 1H), 8.82 (d, J=9.3, 1H), 7.70 (d, J=3.0, 1H), 7.34 (d, J=1.8, 1H), 7.28-7.24 (m, 1H), 6.68 (d, J=1.8, 1H), 4.09 (q, J=6.9, 2H), 2.67 (s, 3H), 1.45 (t, J=6.9, 3H).